This data is from the Open Reaction Database (ORD), a public repository of structured organic reaction records. The task is: describe an organic reaction: reactants, conditions, products, and yield As a reaction SMILES: [CH2:67]([Cl:68])[Cl:69].[CH3:1][c:2]1[cH:3][cH:4][c:5]([S:6]([O:7][CH2:12][CH:13]([CH2:14][CH2:15][CH:16]([C:17]([CH3:18])([CH3:19])[O:20][CH:21]([CH3:22])[O:23][CH2:24][CH3:25])[F:26])[CH:27]2[CH2:28][CH2:29][CH:30]3[CH:31]4[CH2:32][CH:33]=[C:34]5[CH2:35][CH:36]([O:53][CH:54]6[O:55][CH2:56][CH2:57][CH2:58][CH2:59]6)[CH2:37][CH:38]([O:46][CH:47]6[O:48][CH2:49][CH2:50][CH2:51][CH2:52]6)[C:39]5([CH3:40])[CH:41]4[CH2:42][CH2:43][C:44]23[CH3:45])(=[O:8])=[O:9])[cH:10][cH:11]1.[CH3:62][C:63](=[O:64])[CH3:65].[I-:61].[Na+:60].[OH2:66]>>[CH2:12]([CH:13]([CH2:14][CH2:15][CH:16]([C:17]([CH3:18])([CH3:19])[O:20][CH:21]([CH3:22])[O:23][CH2:24][CH3:25])[F:26])[CH:27]1[CH2:28][CH2:29][CH:30]2[CH:31]3[CH2:32][CH:33]=[C:34]4[CH2:35][CH:36]([O:53][CH:54]5[O:55][CH2:56][CH2:57][CH2:58][CH2:59]5)[CH2:37][CH:38]([O:46][CH:47]5[O:48][CH2:49][CH2:50][CH2:51][CH2:52]5)[C:39]4([CH3:40])[CH:41]3[CH2:42][CH2:43][C:44]12[CH3:45])[I:61]. The reactants are ClCCl, CCOC(C)OC(C)(C)C(F)CCC(COS(=O)(=O)c1ccc(C)cc1)C1CCC2C3CC=C4CC(OC5CCCCO5)CC(OC5CCCCO5)C4(C)C3CCC12C, CC(C)=O, [I-], [Na+], O. Yields the product CCOC(C)OC(C)(C)C(F)CCC(CI)C1CCC2C3CC=C4CC(OC5CCCCO5)CC(OC5CCCCO5)C4(C)C3CCC12C. Reactants: C1(=CC=CC=C1)N1C(=NC2=C1C=C(C(=C2)Cl)CC)CCl (1-phenyl-2-chloromethyl-5-chloro-6-ethylbenzimidazole), NC1=CC=NC=C1 (4-aminopyridine), CC(=O)C (acetone). The solvent is C(C)O (ethanol). The product is Cl.C1(=CC=CC=C1)N1C(=NC2=C1C=C(C(=C2)Cl)CC)CNC2=CC=NC=C2 (1-phenyl-2-(4-pyridylaminomethyl)-5-chloro-6-ethylbenzimidazole hydrochloride). Yield: 29.8%. RXN SMILES: [C:1]1([N:7]2[C:11]3[CH:12]=[C:13]([CH2:17][CH3:18])[C:14]([Cl:16])=[CH:15][C:10]=3[N:9]=[C:8]2[CH2:19]Cl)[CH:6]=[CH:5][CH:4]=[CH:3][CH:2]=1.[NH2:21][C:22]1[CH:27]=[CH:26][N:25]=[CH:24][CH:23]=1.CC(C)=O>C(O)C>[ClH:16].[C:1]1([N:7]2[C:11]3[CH:12]=[C:13]([CH2:17][CH3:18])[C:14]([Cl:16])=[CH:15][C:10]=3[N:9]=[C:8]2[CH2:19][NH:21][C:22]2[CH:27]=[CH:26][N:25]=[CH:24][CH:23]=2)[CH:6]=[CH:5][CH:4]=[CH:3][CH:2]=1 |f:4.5|. Procedure details: A mixture of 1-phenyl-2-chloromethyl-5-chloro-6-ethylbenzimidazole (1.7 g, 5.5 mmol) prepared in the preceding step (b), 4-aminopyridine (1.8 g, 10.3 mmol) and ethanol (10.8 ml) was refluxed for 1.5 hours, then the mixture was filtered and the filtrate was concentrated in vacuo and crystallized from acetone (1.0 g, 2.35 mmol) and recrystallized from ethanol, then the objective compound (0.35 g, 0.82 mmol) was obtained. Reaction SMILES: [CH3:12][N:13]([CH2:14][CH2:15][CH2:16][NH2:17])[CH3:18].[CH:1](=[O:2])[c:3]1[cH:4][cH:5][c:6]2[c:10]([cH:11]1)[O:9][CH2:8][O:7]2.[cH:19]1[cH:20][cH:21][cH:22][cH:23][cH:24]1>>[CH:1]([c:3]1[cH:4][cH:5][c:6]2[c:10]([cH:11]1)[O:9][CH2:8][O:7]2)=[N:17][CH2:16][CH2:15][CH2:14][N:13]([CH3:12])[CH3:18]. Reactants: CN(C)CCCN, O=Cc1ccc2c(c1)OCO2, c1ccccc1. The product is CN(C)CCCN=Cc1ccc2c(c1)OCO2. The reactants are ClCC1N(CCN(C1)CC1=CC=CC=C1)CC1=CC=CC=C1 (2-chloromethyl-1,4-bis(phenylmethyl)piperazine), CN1CCNCC1 (N-methylpiperazine), C([O-])([O-])=O.[K+].[K+] (potassium carbonate), O1CCOCC1 (dioxane). The solvent is O (water). Product: CN1C(CNCC1)CC1N(CCN(C1)CC1=CC=CC=C1)CC1=CC=CC=C1 (2-[(N-methylpiperazinyl)methyl]-1,4-bis(phenylmethyl)piperazine). Yield: 95.1%. Reaction SMILES: Cl[CH2:2][CH:3]1[CH2:8][N:7]([CH2:9][C:10]2[CH:15]=[CH:14][CH:13]=[CH:12][CH:11]=2)[CH2:6][CH2:5][N:4]1[CH2:16][C:17]1[CH:22]=[CH:21][CH:20]=[CH:19][CH:18]=1.[CH3:23][N:24]1[CH2:29][CH2:28][NH:27][CH2:26][CH2:25]1.C(=O)([O-])[O-].[K+].[K+].O1CCOCC1>O>[CH3:23][N:24]1[CH2:29][CH2:28][NH:27][CH2:26][CH:25]1[CH2:2][CH:3]1[CH2:8][N:7]([CH2:9][C:10]2[CH:15]=[CH:14][CH:13]=[CH:12][CH:11]=2)[CH2:6][CH2:5][N:4]1[CH2:16][C:17]1[CH:22]=[CH:21][CH:20]=[CH:19][CH:18]=1 |f:2.3.4|. Procedure: A mixture of 7.7 g of 2-chloromethyl-1,4-bis(phenylmethyl)piperazine, 12 g of N-methylpiperazine, 3.5 g of potassium carbonate, 150 ml of dioxane and 60 ml of water was heated overnight at 80°-90° C. and then evaporated. The residual gum was dissolved in dichloromethane, washed with water, dried, filtered and evaporated, giving 8.8 g of 2-[(N-methylpiperazinyl)methyl]-1,4-bis(phenylmethyl)piperazine. Reactants: [Al+3], Br, O=C1CC2=C(CC(=O)N1)c1ccccc1Sc1ccccc12, CCOC(C)=O, CCOCC, [H-], [H-], [H-], [H-], [Li+], CN(C)C=O, C1CCOC1, O. Product: O=C1CC2=C(CCN1)c1ccccc1Sc1ccccc12. RXN SMILES: [Al+3:30].[BrH:1].[CH2:7]1[C:8](=[O:28])[NH:9][C:10](=[O:27])[CH2:11][C:12]2=[C:13]1[c:14]1[c:15]([cH:23][cH:24][cH:25][cH:26]1)[S:16][c:17]1[c:18]2[cH:19][cH:20][cH:21][cH:22]1.[CH3:36][CH2:37][O:38][C:39](=[O:40])[CH3:41].[CH3:47][CH2:48][O:49][CH2:50][CH3:51].[H-:29].[H-:32].[H-:33].[H-:34].[Li+:31].[O:2]=[CH:3][N:4]([CH3:5])[CH3:6].[O:42]1[CH2:43][CH2:44][CH2:45][CH2:46]1.[OH2:35]>>[CH2:7]1[CH2:8][NH:9][C:10](=[O:27])[CH2:11][C:12]2=[C:13]1[c:14]1[c:15]([cH:23][cH:24][cH:25][cH:26]1)[S:16][c:17]1[c:18]2[cH:19][cH:20][cH:21][cH:22]1. The reactants are CC(C)(C)OC(=O)N1CCC2CN(c3cnc(Cl)c(Cl)c3)C2C1, O=C(O)C(F)(F)F. Yields the product Clc1cc(N2CC3CCNCC32)cnc1Cl. As a reaction SMILES: [Cl:1][c:2]1[cH:3][c:4]([N:9]2[CH2:10][CH:11]3[CH2:12][CH2:13][N:14]([C:17]([O:18][C:19]([CH3:20])([CH3:21])[CH3:22])=[O:23])[CH2:15][CH:16]23)[cH:5][n:6][c:7]1[Cl:8].[OH:24][C:25]([C:26]([F:27])([F:28])[F:29])=[O:30]>>[Cl:1][c:2]1[cH:3][c:4]([N:9]2[CH2:10][CH:11]3[CH2:12][CH2:13][NH:14][CH2:15][CH:16]23)[cH:5][n:6][c:7]1[Cl:8].